Dataset: the Open Reaction Database (ORD), a public repository of structured organic reaction records. Task: describe an organic reaction: reactants, conditions, products, and yield Reactants: C(C)OC(=O)C=1[C@H]2CN(C[C@@H](CC1OS(=O)(=O)C(F)(F)F)N2C)C(=O)OC(C)(C)C ((rac.)-(1R*,5S*)-9-Methyl-7-trifluoromethanesulfonyloxy-3,9-diaza-bicyclo[3.3.1]non-6-ene-3,6-dicarboxylic acid 3-tert-butyl ester 6-ethyl ester), [Li]CCCC (BuLi), BrC1=CC=C(C=C1)CCCO[Si](C)(C)C(C)(C)C ([3-(4-bromo-phenyl)-propoxy]-tert-butyl-dimethyl-silane). The reagents and catalysts are C=1C=CC(=CC1)[P](C=2C=CC=CC2)(C=3C=CC=CC3)[Pd]([P](C=4C=CC=CC4)(C=5C=CC=CC5)C=6C=CC=CC6)([P](C=7C=CC=CC7)(C=8C=CC=CC8)C=9C=CC=CC9)[P](C=1C=CC=CC1)(C=1C=CC=CC1)C=1C=CC=CC1 (Pd(PPh3)4), [Cl-].[Cl-].[Zn+2] (ZnCl2). Product: C(C)OC(=O)C=1[C@H]2CN(C[C@@H](CC1C1=CC=C(C=C1)CCCO[Si](C)(C)C(C)(C)C)N2C)C(=O)OC(C)(C)C ((rac.)-(1R*,5S*)-7-{4-[3-(tert-Butyl-dimethyl-silanyloxy)-propyl]-phenyl}-9-methyl-3,9-diaza-bicyclo[3.3.1]non-6-ene-3,6-dicarboxylic acid 3-tert-butyl ester 6-ethyl ester). As a reaction SMILES: Br[C:2]1[CH:7]=[CH:6][C:5]([CH2:8][CH2:9][CH2:10][O:11][Si:12]([C:15]([CH3:18])([CH3:17])[CH3:16])([CH3:14])[CH3:13])=[CH:4][CH:3]=1.[Li]CCCC.[CH2:24]([O:26][C:27]([C:29]1[C@@H:30]2[N:45]([CH3:46])[C@H:34]([CH2:35][C:36]=1OS(C(F)(F)F)(=O)=O)[CH2:33][N:32]([C:47]([O:49][C:50]([CH3:53])([CH3:52])[CH3:51])=[O:48])[CH2:31]2)=[O:28])[CH3:25]>C1COCC1.CCOC(C)=O.[Cl-].[Cl-].[Zn+2].C1C=CC([P]([Pd]([P](C2C=CC=CC=2)(C2C=CC=CC=2)C2C=CC=CC=2)([P](C2C=CC=CC=2)(C2C=CC=CC=2)C2C=CC=CC=2)[P](C2C=CC=CC=2)(C2C=CC=CC=2)C2C=CC=CC=2)(C2C=CC=CC=2)C2C=CC=CC=2)=CC=1>[CH2:24]([O:26][C:27]([C:29]1[C@@H:30]2[N:45]([CH3:46])[C@H:34]([CH2:35][C:36]=1[C:2]1[CH:7]=[CH:6][C:5]([CH2:8][CH2:9][CH2:10][O:11][Si:12]([C:15]([CH3:18])([CH3:17])[CH3:16])([CH3:14])[CH3:13])=[CH:4][CH:3]=1)[CH2:33][N:32]([C:47]([O:49][C:50]([CH3:51])([CH3:53])[CH3:52])=[O:48])[CH2:31]2)=[O:28])[CH3:25] |f:5.6.7,^1:71,73,92,111|. Conditions: time 30 minute. Run in C1CCOC1 (THF), C1CCOC1 (THF), CCOC(=O)C (EtOAc). Procedure: A sol. of [3-(4-bromo-phenyl)-propoxy]-tert-butyl-dimethyl-silane (102.1 g, 310 mmol) in THF (1.50 L) under nitrogen is cooled to −78° C. BuLi (1.5M in hexane, 212 mL, 318 mmol) is added. After 30 min, ZnCl2 (1M in THF, 465 mL, 465 mmol) is added. The mixture is allowed to warm up to rt. (rac.)-(1R*,5S*)-9-Methyl-7-trifluoromethanesulfonyloxy-3,9-diaza-bicyclo[3.3.1]non-6-ene-3,6-dicarboxylic acid 3-tert-butyl ester 6-ethyl ester (83.6 g, 155 mmol) in THF (100 mL) and then Pd(PPh3)4 (4.48 g, 3.8... The product is COc1cccc(C(Oc2ccc3c(cnn3-c3ccc(F)cc3)c2)C(C)NC(=O)c2nc3ccccc3[nH]2)c1. Starting materials: COc1cccc(C(Oc2ccc3c(cnn3-c3ccc(F)cc3)c2)C(C)N)c1, O=C(O)c1nc2ccccc2[nH]1. Reaction SMILES: [F:1][c:2]1[cH:3][cH:4][c:5](-[n:8]2[n:9][cH:10][c:11]3[cH:12][c:13]([O:17][CH:18]([CH:19]([CH3:20])[NH2:21])[c:22]4[cH:23][c:24]([O:28][CH3:29])[cH:25][cH:26][cH:27]4)[cH:14][cH:15][c:16]23)[cH:6][cH:7]1.[nH:30]1[c:31]([C:39](=[O:40])[OH:41])[n:32][c:33]2[c:34]1[cH:35][cH:36][cH:37][cH:38]2>>[F:1][c:2]1[cH:3][cH:4][c:5](-[n:8]2[n:9][cH:10][c:11]3[cH:12][c:13]([O:17][CH:18]([CH:19]([CH3:20])[NH:21][C:39]([c:31]4[nH:30][c:34]5[c:33]([n:32]4)[cH:38][cH:37][cH:36][cH:35]5)=[O:40])[c:22]4[cH:23][c:24]([O:28][CH3:29])[cH:25][cH:26][cH:27]4)[cH:14][cH:15][c:16]23)[cH:6][cH:7]1. Reactants: C(C1=CC=CC=C1)(C1=CC=CC=C1)(C1=CC=CC=C1)N(CCOCC#CC1=CC=C(C=C1)C)CCOCC1=CC=C(C=C1)C=1OC2=C(N1)C=CC=C2 (N-trityl-N-[2-(4-(benzoxazol-2-yl)benzyloxy)ethyl]-2-[3-(4-methylphenyl)-2-propynyloxy]ethanamine), CCO.Cl (EtOH HCl). Run in CO (methanol), C(Cl)Cl (CH2Cl2), CCO (EtOH), CO (methanol). Yields the product Cl.O1C(=NC2=C1C=CC=C2)C2=CC=C(COCCNCCOCC#CC1=CC=C(C=C1)C)C=C2 (N-[2-(4-(benzoxazol-2-yl)benzyloxy)ethyl]-2-[3-(4-methylphenyl)prop-2-ynyloxy]ethanamine hydrochloride). As a reaction SMILES: C([N:20]([CH2:34][CH2:35][O:36][CH2:37][C:38]1[CH:43]=[CH:42][C:41]([C:44]2[O:45][C:46]3[CH:52]=[CH:51][CH:50]=[CH:49][C:47]=3[N:48]=2)=[CH:40][CH:39]=1)[CH2:21][CH2:22][O:23][CH2:24][C:25]#[C:26][C:27]1[CH:32]=[CH:31][C:30]([CH3:33])=[CH:29][CH:28]=1)(C1C=CC=CC=1)(C1C=CC=CC=1)C1C=CC=CC=1.CCO.[ClH:56]>C(Cl)Cl.CCO.CO>[ClH:56].[O:45]1[C:46]2[CH:52]=[CH:51][CH:50]=[CH:49][C:47]=2[N:48]=[C:44]1[C:41]1[CH:42]=[CH:43][C:38]([CH2:37][O:36][CH2:35][CH2:34][NH:20][CH2:21][CH2:22][O:23][CH2:24][C:25]#[C:26][C:27]2[CH:28]=[CH:29][C:30]([CH3:33])=[CH:31][CH:32]=2)=[CH:39][CH:40]=1 |f:1.2,6.7|. Procedure: N-trityl-N-[2-(4-(benzoxazol-2-yl)benzyloxy)ethyl]-2-[3-(4-methylphenyl)-2-propynyloxy]ethanamine (600 mg) is dissolved in a solution of CH2Cl2 (10 ml) and EtOH (10 ml) and is treated with a solution of EtOH/HCl until acidic by pH paper. The solution is concentrated in vacuo, then purified by column chromatography using 5% MeOH/CH2Cl2. The residue is isolated, dissolved in methanol and acidified with acidic methanol. The solution is concentrated to obtain N-[2-(4-(benzoxazol-2-yl)benzyloxy)ethyl... Reactants: C(C1=CC=CC=C1)OC=1C=CC(=NC1)C=C1C(NC(C(N1)=O)=CC1=NC=C(C=C1)OCC1=CC=CC=C1)=O (3,6-di[(5-benzyloxypyridin-2-yl)methylidene]piperazine-2,5-dione), C(C1=CC=CC=C1)OC=1C=CC(=NC1)C=C1C(NC(C(N1)=O)=CC1=NC=C(C=C1)OCC1=CC=CC=C1)=O (3,6-di[(5-benzyloxypyridin-2-yl)methylidene]piperazine-2,5-dione). Reagents/catalysts: [Zn] (zinc). The solvent is C(C)(=O)O (acetic acid), O (water). Yields the product C(C1=CC=CC=C1)OC=1C=CC(=NC1)CC1C(NC(C(N1)=O)CC1=NC=C(C=C1)OCC1=CC=CC=C1)=O (3,6-di[(5-benzyloxypyridin-2-yl)methyl]piperazine-2,5-dione). Isolated yield 39.7%. As a reaction SMILES: [CH2:1]([O:8][C:9]1[CH:10]=[CH:11][C:12]([CH:15]=[C:16]2[NH:21][C:20](=[O:22])[C:19](=[CH:23][C:24]3[CH:29]=[CH:28][C:27]([O:30][CH2:31][C:32]4[CH:37]=[CH:36][CH:35]=[CH:34][CH:33]=4)=[CH:26][N:25]=3)[NH:18][C:17]2=[O:38])=[N:13][CH:14]=1)[C:2]1[CH:7]=[CH:6][CH:5]=[CH:4][CH:3]=1>C(O)(=O)C.O.[Zn]>[CH2:1]([O:8][C:9]1[CH:10]=[CH:11][C:12]([CH2:15][CH:16]2[NH:21][C:20](=[O:22])[CH:19]([CH2:23][C:24]3[CH:29]=[CH:28][C:27]([O:30][CH2:31][C:32]4[CH:37]=[CH:36][CH:35]=[CH:34][CH:33]=4)=[CH:26][N:25]=3)[NH:18][C:17]2=[O:38])=[N:13][CH:14]=1)[C:2]1[CH:7]=[CH:6][CH:5]=[CH:4][CH:3]=1. Reported procedure: A suspension of 3,6-di[(5-benzyloxypyridin-2-yl)methylidene]piperazine-2,5-dione (Compound 10; 0.2 g) and excess of zinc powder in a mixture of 10 mL of acetic acid and 10 mL of water was stirred and refluxed for 5-10 minutes and filtered while hot. Water was added to dissolve zinc acetate. The filtrate was concentrated and filtered. The solid thus obtained was collected and washed with water to give 80 mg (40%) of the desired 3,6-di[(5-benzyloxypyridin-2-yl)methyl]piperazine-2,5-dione (Compound... Reactants: BrC1=CC=C2C=CC(=NC2=C1)[C@@H](C)NC(=O)[C@H]1NN(CCC1)C([C@H](C)N)=O ((S)-1-((S)-2-amino-propionyl)-hexahydro-pyridazine-3-carboxylic acid [(R)-1-(7-bromo-quinolin-2-yl)-ethyl]-amide), FC(C(=O)O)(F)F (trifluoroacetic acid). Reaction SMILES: BrC1C=C2C(C=CC([C@H](N[C:15]([C@@H:17]3[CH2:22][CH2:21][CH2:20][N:19]([C:23](=[O:27])[C@@H:24]([NH2:26])[CH3:25])[NH:18]3)=[O:16])C)=N2)=CC=1.FC(F)(F)C(O)=[O:31]>ClCCl>[NH2:26][C@@H:24]([CH3:25])[C:23]([N:19]1[CH2:20][CH2:21][CH2:22][C@@H:17]([C:15]([OH:16])=[O:31])[NH:18]1)=[O:27]. Reaction conditions: time 1 hour. Product: N[C@H](C(=O)N1N[C@@H](CCC1)C(=O)O)C ((S)-1-((S)-2-Amino-propionyl)-hexahydro-pyridazine-3-carboxylic acid). Reported procedure: To a stirred solution of (S)-1-((S)-2-amino-propionyl)-hexahydro-pyridazine-3-carboxylic acid [(R)-1-(7-bromo-quinolin-2-yl)-ethyl]-amide (330 mg, 0.618 mmol) in dichloromethane (10 mL) at 0° C. was added trifluoroacetic acid (3.3 mL) and the reaction mixture stirred for 1 hour and then evaporated. The residue was dissolved in dichloromethane and washed with saturated bicarbonate solution (2×), the aqueous extracts washed with dichloromethane and the combined organic extracts passed through a hy... Run in ClCCl (dichloromethane). Starting materials: CN1CCCC1=O, NC1CCC(N)CC1, CCN(C(C)C)C(C)C, CCNc1cc(Cl)nn2c(C(=O)Nc3ccncc3F)cnc12, [Na+], O=C([O-])O, O. Yields the product CCNc1cc(NC2CCC(N)CC2)nn2c(C(=O)Nc3ccncc3F)cnc12. As a reaction SMILES: [CH3:46][N:47]1[CH2:48][CH2:49][CH2:50][C:51]1=[O:52].[CH:24]1([NH2:31])[CH2:25][CH2:26][CH:27]([NH2:30])[CH2:28][CH2:29]1.[CH:32]([N:33]([CH2:34][CH3:35])[CH:36]([CH3:37])[CH3:38])([CH3:39])[CH3:40].[Cl:1][c:2]1[cH:3][c:4]([NH:21][CH2:22][CH3:23])[c:5]2[n:6]([n:7]1)[c:8]([C:11](=[O:12])[NH:13][c:14]1[c:15]([F:20])[cH:16][n:17][cH:18][cH:19]1)[cH:9][n:10]2.[Na+:45].[O-:41][C:42]([OH:43])=[O:44].[OH2:53]>>[c:2]1([NH:31][CH:24]2[CH2:25][CH2:26][CH:27]([NH2:30])[CH2:28][CH2:29]2)[cH:3][c:4]([NH:21][CH2:22][CH3:23])[c:5]2[n:6]([n:7]1)[c:8]([C:11](=[O:12])[NH:13][c:14]1[c:15]([F:20])[cH:16][n:17][cH:18][cH:19]1)[cH:9][n:10]2. Reactants: BrCc1ccc2ccccc2c1, CCCCCC, CC(C)(C)OC(=O)N1CCC(c2ccc3c(c2)OCO3)C(O)C1. Product: CC(C)(C)OC(=O)N1CCC(c2ccc3c(c2)OCO3)C(OCc2ccc3ccccc3c2)C1. RXN SMILES: [Br:24][CH2:25][c:26]1[cH:27][c:28]2[cH:29][cH:30][cH:31][cH:32][c:33]2[cH:34][cH:35]1.[CH3:36][CH2:37][CH2:38][CH2:39][CH2:40][CH3:41].[O:1]1[CH2:2][O:3][c:4]2[c:5]1[cH:6][cH:7][c:8]([CH:10]1[CH:11]([OH:23])[CH2:12][N:13]([C:16](=[O:17])[O:18][C:19]([CH3:20])([CH3:21])[CH3:22])[CH2:14][CH2:15]1)[cH:9]2>>[O:1]1[CH2:2][O:3][c:4]2[c:5]1[cH:6][cH:7][c:8]([CH:10]1[CH:11]([O:23][CH2:25][c:26]3[cH:27][c:28]4[cH:29][cH:30][cH:31][cH:32][c:33]4[cH:34][cH:35]3)[CH2:12][N:13]([C:16](=[O:17])[O:18][C:19]([CH3:20])([CH3:21])[CH3:22])[CH2:14][CH2:15]1)[cH:9]2. The reactants are COC(C1=C(C=CC(=C1)OC1=C(C=C(C=C1)F)F)C=COCC)=O (5-(2,4-difluoro-phenoxy)-2-(2-ethoxy-vinyl)-benzoic acid methyl ester), C(=O)(C(F)(F)F)O (TFA), C(C)(C)(C)OC(=O)N1CCC(CC1)OCC(C(C)C)N (4-(2-amino-3-methyl-butoxy)-piperidine-1-carboxylic acid tert-butyl ester), CCN(C(C)C)C(C)C (DIEA), C(C)(=O)O[BH-](OC(C)=O)OC(C)=O.[Na+] (sodium triacetoxyborohydride). The reagents and catalysts are O (water). The solvent is C(Cl)Cl (CH2Cl2), ClCCl (dichloromethane). Reaction conditions: time 16 hour. Product: C(C)(C)(C)OC(=O)N1CCC(CC1)OCC(C(C)C)N1C(C2=CC(=CC=C2CC1)OC1=C(C=C(C=C1)F)F)=O (4-{2-[7-(2,4-difluoro-phenoxy)-1-oxo-3,4-dihydro-1H-isoquinolin-2-yl]-3-methyl-butoxy}-piperidine-1-carboxylic acid tert-butyl ester). The yield is 79.0%. RXN SMILES: CO[C:3](=[O:24])[C:4]1[CH:9]=[C:8]([O:10][C:11]2[CH:16]=[CH:15][C:14]([F:17])=[CH:13][C:12]=2[F:18])[CH:7]=[CH:6][C:5]=1[CH:19]=[CH:20]OCC.C(O)(C(F)(F)F)=O.[C:32]([O:36][C:37]([N:39]1[CH2:44][CH2:43][CH:42]([O:45][CH2:46][CH:47]([NH2:51])[CH:48]([CH3:50])[CH3:49])[CH2:41][CH2:40]1)=[O:38])([CH3:35])([CH3:34])[CH3:33].CCN(C(C)C)C(C)C.C(O[BH-](OC(=O)C)OC(=O)C)(=O)C.[Na+]>ClCCl.O>[C:32]([O:36][C:37]([N:39]1[CH2:40][CH2:41][CH:42]([O:45][CH2:46][CH:47]([N:51]2[CH2:20][CH2:19][C:5]3[C:4](=[CH:9][C:8]([O:10][C:11]4[CH:16]=[CH:15][C:14]([F:17])=[CH:13][C:12]=4[F:18])=[CH:7][CH:6]=3)[C:3]2=[O:24])[CH:48]([CH3:49])[CH3:50])[CH2:43][CH2:44]1)=[O:38])([CH3:35])([CH3:34])[CH3:33] |f:4.5|. Procedure: To the solution of 5-(2,4-difluoro-phenoxy)-2-(2-ethoxy-vinyl)-benzoic acid methyl ester 9 (194 mg, 0.6 mmol) in dichloromethane (5 mL) was added 1 mL of TFA and five drops of water. The reaction was stirred at room temperature for ten minutes, at which time the solvent was removed. The reaction mixture was re-suspended in dichloroethane and 4-(2-amino-3-methyl-butoxy)-piperidine-1-carboxylic acid tert-butyl ester A11 (200 mg, 0.70 mmol), DIEA (154 mL, 0.87 mmol), and sodium triacetoxyborohydrid... The reactants are C1(=CC=CC=C1)O (phenol), [H-].[Na+] (Sodium hydride), oil, BrC=1C(=NC=C(C1)C)Cl (3-bromo-2-chloro-5-methyl-pyridine), O (water). Solvent: CC(=O)N(C)C (DMA). Reaction conditions: temperature 50 celsius, time 1 hour. Product: BrC=1C(=NC=C(C1)C)OC1=CC=CC=C1 (3-Bromo-5-methyl-2-phenoxy-pyridine). Yield: 40.8%. As a reaction SMILES: [H-].[Na+].[C:3]1([OH:9])[CH:8]=[CH:7][CH:6]=[CH:5][CH:4]=1.[Br:10][C:11]1[C:12](Cl)=[N:13][CH:14]=[C:15]([CH3:17])[CH:16]=1.O>CC(N(C)C)=O>[Br:10][C:11]1[C:12]([O:9][C:3]2[CH:8]=[CH:7][CH:6]=[CH:5][CH:4]=2)=[N:13][CH:14]=[C:15]([CH3:17])[CH:16]=1 |f:0.1|. Procedure details: Sodium hydride dispersion in oil (˜70%, 0.68 g) was added in portions to a well stirred solution of phenol (1.33 g, 14 mmol) in DMA (100 mL). After stirring the mixture for 1 h at 50° C. 3-bromo-2-chloro-5-methyl-pyridine (2.68 g, 13 mmol) was added and stirring continued for 28 h at 100° C. The cooled mixture was poured into water and extracted with diethyl ether. Organic phases were pooled, dried with Na2SO4 and the solvent was evaporated. The residue was purified by column chromatography on s... The reactants are ClC1=CC(=C(N)C=C1Cl)OC (4,5-dichloro-2-methoxyaniline). Reagents/catalysts: catalyst. Run in O (water), Cl (hydrochloric acid). Yields the product ClC=1C=CC(=C(N)C1)OC (5-Chloro-2-methoxyaniline). The yield is 40.0%. Reaction SMILES: Cl[C:2]1[C:8]([Cl:9])=[CH:7][C:5]([NH2:6])=[C:4]([O:10][CH3:11])[CH:3]=1>O.Cl>[Cl:9][C:8]1[CH:2]=[CH:3][C:4]([O:10][CH3:11])=[C:5]([CH:7]=1)[NH2:6]. Procedure details: Following the general procedure I, 0.25 mol of 4,5-dichloro-2-methoxyaniline in 200 ml of water and 60 ml of concentrated hydrochloric acid are hydrogenated in the presence of the catalyst from Example 1 at 180° C. over the course of 45 minutes under a hydrogen pressure of 100 atmospheres gauge. 5-Chloro-2-methoxyaniline is obtained in a yield of 40% and a purity of 74%.